This data is from the Open Reaction Database (ORD), a public repository of structured organic reaction records. The task is: describe an organic reaction: reactants, conditions, products, and yield Reactants: CN1C(=CC=C1C1=CC=C(S1)C=O)C=1C=C2C=3C=C(C=CC3N(C2=CC1)CCCCCC)N(C1=CC=CC=C1)C1=CC=CC=C1 (5-[N-methyl-2-(3-diphenylamino-9-hexyl-9H-carbazol-6-yl)pyrrol-5-yl]thiophene-2-carbaldehyde), C(#N)CC(=O)O (cyanoacetic acid). The reagents and catalysts are C(C)(=O)[O-].[NH4+] (ammonium acetate). Solvent: C(C)(=O)O (acetic acid). Product: C(#N)/C(/C(=O)O)=C\C=1SC(=CC1)C1=CC=C(N1C)C=1C=C2C=3C=C(C=CC3N(C2=CC1)CCCCCC)N(C1=CC=CC=C1)C1=CC=CC=C1 ((E)-2-cyano-3-[5-(N-methyl-2-(3-diphenylamino-9-hexyl-9H-carbazol-6-yl)pyrrol-5-yl)thiophen-2-yl]acrylic acid). Reaction SMILES: [CH3:1][N:2]1[C:6]([C:7]2[S:11][C:10]([CH:12]=O)=[CH:9][CH:8]=2)=[CH:5][CH:4]=[C:3]1[C:14]1[CH:15]=[C:16]2[C:24](=[CH:25][CH:26]=1)[N:23]([CH2:27][CH2:28][CH2:29][CH2:30][CH2:31][CH3:32])[C:22]1[CH:21]=[CH:20][C:19]([N:33]([C:40]3[CH:45]=[CH:44][CH:43]=[CH:42][CH:41]=3)[C:34]3[CH:39]=[CH:38][CH:37]=[CH:36][CH:35]=3)=[CH:18][C:17]2=1.[C:46]([CH2:48][C:49]([OH:51])=[O:50])#[N:47]>C(O)(=O)C.C([O-])(=O)C.[NH4+]>[C:46](/[C:48](=[CH:12]\[C:10]1[S:11][C:7]([C:6]2[N:2]([CH3:1])[C:3]([C:14]3[CH:15]=[C:16]4[C:24](=[CH:25][CH:26]=3)[N:23]([CH2:27][CH2:28][CH2:29][CH2:30][CH2:31][CH3:32])[C:22]3[CH:21]=[CH:20][C:19]([N:33]([C:34]5[CH:39]=[CH:38][CH:37]=[CH:36][CH:35]=5)[C:40]5[CH:45]=[CH:44][CH:43]=[CH:42][CH:41]=5)=[CH:18][C:17]4=3)=[CH:4][CH:5]=2)=[CH:8][CH:9]=1)/[C:49]([OH:51])=[O:50])#[N:47] |f:3.4|. Reported procedure: As shown in scheme 3, 3,6-dibromo-9-hexyl-9H-carbazole (31) is reacted with 1-methyl-2-(tributylstannyl)-1H-pyrrole by Stille coupling reaction to obtain N-methyl-2-(3-bromo-9-hexyl-9H-carbazol-6-yl)pyrrole (32). Then, in the presence of sodium tert-butoxide, Pd(dba)2, and tri-tert-butyl phosphine, N-methyl-2-(3-bromo-9-hexyl-9H-carbazol-6-yl)pyrrole (32) is reacted with diphenylamine to obtain N-methyl-2-(3-diphenylamino-9-hexyl-9H-carbazol-6-yl)pyrrole (33). n-butyl lithium is reacted with N-m... The reactants are ClB(Cl)Cl, CCOC(=O)Cc1cc2c(c(C(=O)c3ccc(OC)cc3)c1OC)OCC2, ClCCl, O. Product: CCOC(=O)Cc1cc2c(c(C(=O)c3ccc(OC)cc3)c1O)OCC2. As a reaction SMILES: [B:28]([Cl:29])([Cl:30])[Cl:31].[CH3:1][O:2][c:3]1[c:4]([C:18]([c:19]2[cH:20][cH:21][c:22]([O:25][CH3:26])[cH:23][cH:24]2)=[O:27])[c:5]2[c:6]([cH:10][c:11]1[CH2:12][C:13](=[O:14])[O:15][CH2:16][CH3:17])[CH2:7][CH2:8][O:9]2.[Cl:33][CH2:34][Cl:35].[OH2:32]>>[OH:2][c:3]1[c:4]([C:18]([c:19]2[cH:20][cH:21][c:22]([O:25][CH3:26])[cH:23][cH:24]2)=[O:27])[c:5]2[c:6]([cH:10][c:11]1[CH2:12][C:13](=[O:14])[O:15][CH2:16][CH3:17])[CH2:7][CH2:8][O:9]2.